From a dataset of the Open Reaction Database (ORD), a public repository of structured organic reaction records. describe an organic reaction: reactants, conditions, products, and yield Starting materials: NS(=O)(=O)N1CC(C1)NC(OC(C)(C)C)=O (tert-butyl [1-(aminosulfonyl)azetidin-3-yl]carbamate), C1(CCCCC1)P(C1=C(C=CC=C1)C1=C(C=C(C=C1C(C)C)C(C)C)C(C)C)C1CCCCC1 (2-dicyclohexylphosphino-2′,4′,6′-tri-isopropyl-1,1′-biphenyl), C([O-])([O-])=O.[Cs+].[Cs+] (cesium carbonate), ClC1=NC(=NC(=C1)OC)SCC1=C(C(=CC=C1)F)F (4-chloro-2-[[(2,3-difluorophenyl)methyl]thio]-6-methoxypyrimidine), ClC1=NC(=NC(=C1)OC)SCC1=C(C(=CC=C1)F)F (4-Chloro-2-[[(2,3-difluorophenyl)methyl]thio]-6-methoxypyrimidine), [Cl-].[NH4+] (ammonium chloride). The reagents and catalysts are C=1C=CC(=CC1)/C=C/C(=O)/C=C/C2=CC=CC=C2.C=1C=CC(=CC1)/C=C/C(=O)/C=C/C2=CC=CC=C2.C=1C=CC(=CC1)/C=C/C(=O)/C=C/C2=CC=CC=C2.[Pd].[Pd] (tris(dibenzylideneacetone)-dipalladium (0)). The solvent is O1CCOCC1 (dioxane). Reaction conditions: temperature 100 celsius. Product: FC1=C(CSC2=NC(=CC(=N2)NS(=O)(=O)N2CC(C2)NC(OC(C)(C)C)=O)OC)C=CC=C1F (tert-Butyl {1-[({2-[(2,3-difluorobenzyl)thio]-6-methoxypyrimidin-4-yl}amino)sulfonyl]azetidin-3-yl}carbamate). Reaction SMILES: [NH2:1][S:2]([N:5]1[CH2:8][CH:7]([NH:9][C:10](=[O:16])[O:11][C:12]([CH3:15])([CH3:14])[CH3:13])[CH2:6]1)(=[O:4])=[O:3].C1(P(C2CCCCC2)C2C=CC=CC=2C2C(C(C)C)=CC(C(C)C)=CC=2C(C)C)CCCCC1.C(=O)([O-])[O-].[Cs+].[Cs+].Cl[C:58]1[CH:63]=[C:62]([O:64][CH3:65])[N:61]=[C:60]([S:66][CH2:67][C:68]2[CH:73]=[CH:72][CH:71]=[C:70]([F:74])[C:69]=2[F:75])[N:59]=1.[Cl-].[NH4+]>O1CCOCC1.C1C=CC(/C=C/C(/C=C/C2C=CC=CC=2)=O)=CC=1.C1C=CC(/C=C/C(/C=C/C2C=CC=CC=2)=O)=CC=1.C1C=CC(/C=C/C(/C=C/C2C=CC=CC=2)=O)=CC=1.[Pd].[Pd]>[F:75][C:69]1[C:70]([F:74])=[CH:71][CH:72]=[CH:73][C:68]=1[CH2:67][S:66][C:60]1[N:59]=[C:58]([NH:1][S:2]([N:5]2[CH2:8][CH:7]([NH:9][C:10](=[O:16])[O:11][C:12]([CH3:13])([CH3:15])[CH3:14])[CH2:6]2)(=[O:4])=[O:3])[CH:63]=[C:62]([O:64][CH3:65])[N:61]=1 |f:2.3.4,6.7,9.10.11.12.13|. Reported procedure: A mixture of tert-butyl [1-(aminosulfonyl)azetidin-3-yl]carbamate (0.50 g), tris(dibenzylideneacetone)-dipalladium (0) (0.12 g), 2-dicyclohexylphosphino-2′,4′,6′-tri-isopropyl-1,1′-biphenyl (XPHOS) (63 mg), cesium carbonate (0.65 g) and 4-chloro-2-[[(2,3-difluorophenyl)methyl]thio]-6-methoxypyrimidine (the product of example 35 step i, 0.400 g) in anhydrous dioxane (17 ml) was heated to reflux in a microwave at 100° C., 300 W, open vessel with cooling for 15 min. Saturated aqueous ammonium chlor... Reactants: BrCC(=O)C1=C(C=C(C=C1)F)F (2-bromo-1-(2,4,-difluorophenyl)ethanone), O1C(=NC=C1)N (oxazol-2-amine), C1CCOC1 (THF). Solvent: C(C)#N (ACN). Conditions: time 20 hour. Yields the product Br.FC1=C(C=CC(=C1)F)C(CN1C(OC=C1)=N)=O (1-(2,4-difluorophenyl)-2-(2-iminooxazol-3(2H)-yl)ethanone hydrobromide). The yield is 60.8%. As a reaction SMILES: [Br:1][CH2:2][C:3]([C:5]1[CH:10]=[CH:9][C:8]([F:11])=[CH:7][C:6]=1[F:12])=[O:4].[O:13]1[CH:17]=[CH:16][N:15]=[C:14]1[NH2:18].C1COCC1>C(#N)C>[BrH:1].[F:12][C:6]1[CH:7]=[C:8]([F:11])[CH:9]=[CH:10][C:5]=1[C:3](=[O:4])[CH2:2][N:15]1[CH:16]=[CH:17][O:13][C:14]1=[NH:18] |f:4.5|. Reported procedure: A round bottom flask was charged with 2-bromo-1-(2,4,-difluorophenyl)ethanone (74.8 g, 318 mmol), oxazol-2-amine (GL Synthesis, 22.3 g, 265 mmol), THF (400 mL), and ACN (660 mL). The resulting mixture was stirred at ambient temperature for about 20 h. The resulting suspension was filtered and the solids were washed with Et2O (150 mL) and dried under reduced pressure to give 1-(2,4-difluorophenyl)-2-(2-iminooxazol-3(2H)-yl)ethanone hydrobromide (51.4 g, 61%). A portion of this material (19.8 g, 6... Starting materials: CCOC(=O)C1CN(c2ccc(N3C=CC(=O)CC3)c(F)c2)C(=O)O1, CN, CO. The product is CNC(=O)C1CN(c2ccc(N3C=CC(=O)CC3)c(F)c2)C(=O)O1. Reaction SMILES: [CH2:1]([O:3][C:4](=[O:2])[CH:6]1[CH2:7][N:8]([c:12]2[cH:13][c:14]([F:25])[c:15]([N:18]3[CH2:19][CH2:20][C:21](=[O:24])[CH:22]=[CH:23]3)[cH:16][cH:17]2)[C:9](=[O:11])[O:10]1)[CH3:5].[CH3:26][NH2:27].[CH3:28][OH:29]>>[O:3]=[C:4]([CH:6]1[CH2:7][N:8]([c:12]2[cH:13][c:14]([F:25])[c:15]([N:18]3[CH2:19][CH2:20][C:21](=[O:24])[CH:22]=[CH:23]3)[cH:16][cH:17]2)[C:9](=[O:11])[O:10]1)[NH:27][CH3:26]. The reactants are C(C)(C)(C)OC(COC\C=C/CO)=O (2-[4-hydroxy-(Z)-2-buten-1-yloxy]acetic acid tert-butyl ester), N1=C(C=C(C=C1C)C)C (2,4,6-collidine), [Cl-].[Li+] (lithium chloride), CS(=O)(=O)Cl (methanesulfonyl chloride). The solvent is CN(C=O)C (N,N-dimethylformamide). The product is C(C)(C)(C)OC(COC\C=C/CCl)=O (2-[4-chloro-(Z)-2-buten-1-yloxy]acetic Acid Tert-Butyl Ester). Reaction SMILES: [C:1]([O:5][C:6](=[O:14])[CH2:7][O:8][CH2:9]/[CH:10]=[CH:11]\[CH2:12]O)([CH3:4])([CH3:3])[CH3:2].N1C(C)=CC(C)=CC=1C.[Cl-].[Li+].CS([Cl:30])(=O)=O>CN(C)C=O>[C:1]([O:5][C:6](=[O:14])[CH2:7][O:8][CH2:9]/[CH:10]=[CH:11]\[CH2:12][Cl:30])([CH3:4])([CH3:3])[CH3:2] |f:2.3|. Reported procedure: To a solution of 420 mg of 2-[4-hydroxy-(Z)-2-buten-1-yloxy]acetic acid tert-butyl ester in 10 ml of N,N-dimethylformamide, 1.00 g of 2,4,6-collidine and 350 mg of lithium chloride were added. While stirring under ice cooling, 0.64 ml of methanesulfonyl chloride was added dropwise, followed by stirring at room temperature for 2 hours. The reaction solution was extracted with ethyl acetate after adding iced water, and dried over anhydrous magnesium sulfate, and then the solvent was evaporated und... The reactants are [Al+3], O=C(O)Cc1cccc(Br)c1, [H-], [H-], [H-], [H-], [Li+], C1CCOC1, O. Yields the product OCCc1cccc(Br)c1. Reaction SMILES: [Al+3:2].[Br:7][c:8]1[cH:9][c:10]([CH2:14][C:15](=[O:16])[OH:17])[cH:11][cH:12][cH:13]1.[H-:1].[H-:4].[H-:5].[H-:6].[Li+:3].[O:19]1[CH2:20][CH2:21][CH2:22][CH2:23]1.[OH2:18]>>[Br:7][c:8]1[cH:9][c:10]([CH2:14][CH2:15][OH:16])[cH:11][cH:12][cH:13]1.